This data is from the Open Reaction Database (ORD), a public repository of structured organic reaction records. The task is: describe an organic reaction: reactants, conditions, products, and yield Starting materials: C(CCCCCCCCCCCCCCC)OC1=CC=C(C=C1)C=1OC(=C(N1)CC(=O)OCC)OCC (ethyl 2-(4-hexadecyloxyphenyl)-5-ethoxy-4-oxazoleacetate), [OH-].[Na+] (sodium hydroxide). Solvent: CO (methanol), O (water). Yields the product C(CCCCCCCCCCCCCCC)OC1=CC=C(C=C1)C=1OC(=C(N1)CC(=O)O)OCC (2-(4-n-Hexadecyloxyphenyl)-5-ethoxy-4-oxazoleacetic acid). Yield: 61.9%. RXN SMILES: [CH2:1]([O:17][C:18]1[CH:23]=[CH:22][C:21]([C:24]2[O:25][C:26]([O:35][CH2:36][CH3:37])=[C:27]([CH2:29][C:30]([O:32]CC)=[O:31])[N:28]=2)=[CH:20][CH:19]=1)[CH2:2][CH2:3][CH2:4][CH2:5][CH2:6][CH2:7][CH2:8][CH2:9][CH2:10][CH2:11][CH2:12][CH2:13][CH2:14][CH2:15][CH3:16].[OH-].[Na+]>CO.O>[CH2:1]([O:17][C:18]1[CH:19]=[CH:20][C:21]([C:24]2[O:25][C:26]([O:35][CH2:36][CH3:37])=[C:27]([CH2:29][C:30]([OH:32])=[O:31])[N:28]=2)=[CH:22][CH:23]=1)[CH2:2][CH2:3][CH2:4][CH2:5][CH2:6][CH2:7][CH2:8][CH2:9][CH2:10][CH2:11][CH2:12][CH2:13][CH2:14][CH2:15][CH3:16] |f:1.2|. Reported procedure: To a solution of 20 g of ethyl 2-(4-hexadecyloxyphenyl)-5-ethoxy-4-oxazoleacetate in 200 ml of methanol was added a solution of 7.6 g of sodium hydroxide in 20 ml of water under stirring at room temperature and stirred for about 3.5 hours. The reaction mixture was concentrated under reduced pressure. The residue was dissolved in water and the solution was acidified with hydrochloric acid to pH 1 under cooling. The precipitate was filtered off, dried and recrystallized from methanol to give 11.7 ... Starting materials: CCOC(=O)C(CC(C)C)N1CC(Oc2cccc(Br)c2F)=CC1=O, [Li+], C1CCOC1, [OH-], O. Yields the product CC(C)CC(C(=O)O)N1CC(Oc2cccc(Br)c2F)=CC1=O. As a reaction SMILES: [CH2:1]([CH3:2])[O:3][C:4]([CH:5]([CH2:6][CH:7]([CH3:8])[CH3:9])[N:10]1[C:11](=[O:24])[CH:12]=[C:13]([O:15][c:16]2[c:17]([F:23])[c:18]([Br:22])[cH:19][cH:20][cH:21]2)[CH2:14]1)=[O:25].[Li+:28].[O:29]1[CH2:30][CH2:31][CH2:32][CH2:33]1.[OH-:27].[OH2:26]>>[O:3]=[C:4]([CH:5]([CH2:6][CH:7]([CH3:8])[CH3:9])[N:10]1[C:11](=[O:24])[CH:12]=[C:13]([O:15][c:16]2[c:17]([F:23])[c:18]([Br:22])[cH:19][cH:20][cH:21]2)[CH2:14]1)[OH:25]. Starting materials: [H-].[Na+] (sodium hydride), N1C=NC=C1 (imidazole), BrC1=NC=CN=C1Br (2,3-dibromopyrazine). Run in C1CCOC1 (THF). Conditions: temperature 0 celsius. The product is BrC1=NC=C(N=C1)N1C=NC=C1 (2-bromo-5-(1H-imidazol-1-yl)pyrazine). Reaction SMILES: [H-].[Na+].[NH:3]1[CH:7]=[CH:6][N:5]=[CH:4]1.[Br:8][C:9]1[C:14](Br)=[N:13][CH:12]=[CH:11][N:10]=1>C1COCC1>[Br:8][C:9]1[CH:14]=[N:13][C:12]([N:3]2[CH:7]=[CH:6][N:5]=[CH:4]2)=[CH:11][N:10]=1 |f:0.1|. Procedure details: To sodium hydride (0.20 g) in THF (15 ml), imidazole (0.57 g) was added and cooled to 0° C. To the above mixture 2,3-dibromopyrazine (2 g) was added and entire reaction mixture was allowed to reflux for overnight. The reaction mixture was quenched with water 5 ml volatiles were removed under vacuum. The resulting crude mass was purified by column chromatography to afford 2-bromo-5-(1H-imidazol-1-yl)pyrazine as pure product. The reactants are O=C([O-])C=CC(=O)[O-], CO, CNCC(CC1CCCCC1)NC(=O)N1CCCC(C(OCCNC(=O)OC)c2cccc(Cl)c2)C1. Product: CNCC(CC1CCCCC1)NC(=O)N1CCCC(C(OCCNC(=O)OC)c2ccccc2)C1. Reaction SMILES: [C:1]([O-:2])(=[O:3])[CH:4]=[CH:5][C:6]([O-:7])=[O:8].[CH3:45][OH:46].[Cl:9][c:10]1[cH:11][c:12]([CH:16]([O:17][CH2:18][CH2:19][NH:20][C:21]([O:22][CH3:23])=[O:24])[CH:25]2[CH2:26][N:27]([C:31]([NH:32][CH:33]([CH2:34][CH:35]3[CH2:36][CH2:37][CH2:38][CH2:39][CH2:40]3)[CH2:41][NH:42][CH3:43])=[O:44])[CH2:28][CH2:29][CH2:30]2)[cH:13][cH:14][cH:15]1>>[cH:10]1[cH:11][c:12]([CH:16]([O:17][CH2:18][CH2:19][NH:20][C:21]([O:22][CH3:23])=[O:24])[CH:25]2[CH2:26][N:27]([C:31]([NH:32][CH:33]([CH2:34][CH:35]3[CH2:36][CH2:37][CH2:38][CH2:39][CH2:40]3)[CH2:41][NH:42][CH3:43])=[O:44])[CH2:28][CH2:29][CH2:30]2)[cH:13][cH:14][cH:15]1. Reactants: C1CCNCC1, CN(C)P(=O)(N(C)C)N(C)C, CC(=O)c1cn2c3c(c(Cl)c(F)cc3c1=O)CCC2C. Yields the product CC(=O)c1cn2c3c(c(N4CCCCC4)c(F)cc3c1=O)CCC2C. As a reaction SMILES: [CH2:1]1[CH2:2][CH2:3][NH:4][CH2:5][CH2:6]1.[CH3:27][N:28]([CH3:29])[P:30](=[O:31])([N:32]([CH3:33])[CH3:34])[N:35]([CH3:36])[CH3:37].[Cl:7][c:8]1[c:9]([F:26])[cH:10][c:11]2[c:12](=[O:25])[c:13]([C:22]([CH3:23])=[O:24])[cH:14][n:15]3[c:20]2[c:19]1[CH2:18][CH2:17][CH:16]3[CH3:21]>>[CH2:1]1[CH2:2][CH2:3][N:4]([c:8]2[c:9]([F:26])[cH:10][c:11]3[c:12](=[O:25])[c:13]([C:22]([CH3:23])=[O:24])[cH:14][n:15]4[c:20]3[c:19]2[CH2:18][CH2:17][CH:16]4[CH3:21])[CH2:5][CH2:6]1. Starting materials: COc1ccc(CN(Cc2ccc(OC)cc2)c2nc(C)nc(-c3cc(CN4CCSCC4)cnc3Nc3ccc(OC)nc3)n2)cc1, O=C(O)C(F)(F)F, O=S(=O)(O)C(F)(F)F. Yields the product COc1ccc(Nc2ncc(CN3CCSCC3)cc2-c2nc(C)nc(N)n2)cn1. Reaction SMILES: [CH3:1][O:2][c:3]1[cH:4][cH:5][c:6]([CH2:7][N:8]([c:9]2[n:10][c:11]([CH3:37])[n:12][c:13](-[c:15]3[c:16]([NH:28][c:29]4[cH:30][n:31][c:32]([O:35][CH3:36])[cH:33][cH:34]4)[n:17][cH:18][c:19]([CH2:21][N:22]4[CH2:23][CH2:24][S:25][CH2:26][CH2:27]4)[cH:20]3)[n:14]2)[CH2:38][c:39]2[cH:40][cH:41][c:42]([O:43][CH3:44])[cH:45][cH:46]2)[cH:47][cH:48]1.[F:57][C:58]([F:59])([F:60])[C:61]([OH:62])=[O:63].[OH:49][S:50]([C:51]([F:52])([F:53])[F:54])(=[O:55])=[O:56]>>[NH2:8][c:9]1[n:10][c:11]([CH3:37])[n:12][c:13](-[c:15]2[c:16]([NH:28][c:29]3[cH:30][n:31][c:32]([O:35][CH3:36])[cH:33][cH:34]3)[n:17][cH:18][c:19]([CH2:21][N:22]3[CH2:23][CH2:24][S:25][CH2:26][CH2:27]3)[cH:20]2)[n:14]1.